Task: describe an organic reaction: reactants, conditions, products, and yield. Dataset: the Open Reaction Database (ORD), a public repository of structured organic reaction records The reactants are NC1=C(C(=O)O)C=C(C=C1)I (2-amino-5-iodobenzoic acid), NC(=O)N (urea), O (Water). Run in CN1CCCC1=O (NMP). Reaction conditions: temperature 160 celsius. Product: IC=1C=C2C(NC(NC2=CC1)=O)=O (6-Iodoquinazolinedione). The yield is 87.4%. As a reaction SMILES: [NH2:1][C:2]1[CH:10]=[CH:9][C:8]([I:11])=[CH:7][C:3]=1[C:4](O)=[O:5].[NH2:12][C:13](N)=[O:14].O>CN1C(=O)CCC1>[I:11][C:8]1[CH:7]=[C:3]2[C:2](=[CH:10][CH:9]=1)[NH:1][C:13](=[O:14])[NH:12][C:4]2=[O:5]. Procedure details: A mixture of 2-amino-5-iodobenzoic acid (3.5 g) and urea (1.56 g) in NMP (15 ml) was heated at 160° C. for 6 hours then cooled. Water (200 ml) was added and the resultant precipitate was collected, washed with water and dried to give the title compound (3.35 g) as a solid. MS (CI+): 289 (M+H)+. The reactants are OCCCC1=CN=C(N1C)CC (5-(3-hydroxypropyl)-1-methyl-2-ethylimidazole), CN1N=C(N=N1)C1=CC=C(C=C1)O (4-(2-methyl-tetrazol-5-yl)-phenol), CCOC(=O)/N=N/C(=O)OCC (DEAD), C1(=CC=CC=C1)P(C1=CC=CC=C1)C1=CC=CC=C1 (triphenylphosphine). Run in C1CCOC1 (THF). Run at temperature 20 celsius, time 2 hour. Product: CN1N=C(N=N1)C1=CC=C(OCCCC2=CN=C(N2C)CC)C=C1 (5-[3-[4-(2-methyl-tetrazol-5-yl)phenoxy]propyl]-1-methyl-2-ethylimidazole). Yield: 91.9%. Reaction SMILES: [OH:1][CH2:2][CH2:3][CH2:4][C:5]1[N:9]([CH3:10])[C:8]([CH2:11][CH3:12])=[N:7][CH:6]=1.[CH3:13][N:14]1[N:18]=[N:17][C:16]([C:19]2[CH:24]=[CH:23][C:22](O)=[CH:21][CH:20]=2)=[N:15]1.CCOC(/N=N/C(OCC)=O)=O.C1(P(C2C=CC=CC=2)C2C=CC=CC=2)C=CC=CC=1>C1COCC1>[CH3:13][N:14]1[N:18]=[N:17][C:16]([C:19]2[CH:20]=[CH:21][C:22]([O:1][CH2:2][CH2:3][CH2:4][C:5]3[N:9]([CH3:10])[C:8]([CH2:11][CH3:12])=[N:7][CH:6]=3)=[CH:23][CH:24]=2)=[N:15]1. Procedure: A mixture of 5-(3-hydroxypropyl)-1-methyl-2-ethylimidazole (150 mg, 0.89 mmol), 4-(2-methyl-tetrazol-5-yl)-phenol (172 mg, 0.98 mmol), and DEAD (171 mg, 0.98 mmol) was dissolved in 10 ml of THF under nitrogen at 0° C. To the above solution was added triphenylphosphine (257 mg, 0.89 mmol) at 0° C. and the mixture was stirred for 2 h allowing the mixture to warm to 20° C. The solvent was removed in vacuo, and the residue was purified by silica column chromatography (20 cm column, ethyl acetate/hex... The reactants are ClCCCN1C(N(C2=C1C=CC=C2)C(=C)C)=O (1-(3-chloropropyl)-1,3-dihydro-3-(1-methylethenyl)-2H-benzimidazol-2-one), Br.CC=1C=C(C=CC1)C(CC1CCNCC1)=O (1-(3-methylphenyl)-2-(4-piperidinyl)ethanone hydrobromide), C([O-])([O-])=O.[Na+].[Na+] (sodium carbonate), CC(CC(C)=O)C (4-methyl-2-pentanone). Solvent: O (water), O (water). Yields the product CC(=C)N1C(N(C2=C1C=CC=C2)CCCN2CCC(CC2)CC(=O)C2=CC(=CC=C2)C)=O (1,3-dihydro-1-(1-methylethenyl)-3-[3-[4-[2-(3-methylphenyl)-2-oxoethyl]-1-piperidinyl]propyl]-2H-benzimidazol-2-one). Isolated yield 100.0%. RXN SMILES: Cl[CH2:2][CH2:3][CH2:4][N:5]1[C:9]2[CH:10]=[CH:11][CH:12]=[CH:13][C:8]=2[N:7]([C:14]([CH3:16])=[CH2:15])[C:6]1=[O:17].Br.[CH3:19][C:20]1[CH:21]=[C:22]([C:26](=[O:34])[CH2:27][CH:28]2[CH2:33][CH2:32][NH:31][CH2:30][CH2:29]2)[CH:23]=[CH:24][CH:25]=1.C(=O)([O-])[O-].[Na+].[Na+].CC(C)CC(=O)C>O>[CH3:16][C:14]([N:7]1[C:8]2[CH:13]=[CH:12][CH:11]=[CH:10][C:9]=2[N:5]([CH2:4][CH2:3][CH2:2][N:31]2[CH2:30][CH2:29][CH:28]([CH2:27][C:26]([C:22]3[CH:23]=[CH:24][CH:25]=[C:20]([CH3:19])[CH:21]=3)=[O:34])[CH2:33][CH2:32]2)[C:6]1=[O:17])=[CH2:15] |f:1.2,3.4.5|. Procedure details: A mixture of 5.5 parts of 1-(3-chloropropyl)-1,3-dihydro-3-(1-methylethenyl)-2H-benzimidazol-2-one, 6 parts of 1-(3-methylphenyl)-2-(4-piperidinyl)ethanone hydrobromide, 8.5 parts of sodium carbonate and 120 parts of 4-methyl-2-pentanone is stirred and refluxed overnight using a water-separator. The reaction mixture is cooled, water is added and thelayers are separated. The 4-methyl-2-pentanone-phase is dried, filtered and evaporated, yielding 8.6 parts (100%) of 1,3-dihydro-1-(1-methylethenyl)-... The reactants are COS(=O)(=O)OC, Cc1ccccc1, CC(=O)Nc1ccc2nc(C)cc(O)c2c1. The product is COc1cc(C)nc2ccc(NC(C)=O)cc12. As a reaction SMILES: [CH3:1][O:2][S:3]([O:4][CH3:5])(=[O:6])=[O:7].[CH3:24][c:25]1[cH:26][cH:27][cH:28][cH:29][cH:30]1.[OH:8][c:9]1[cH:10][c:11]([CH3:23])[n:12][c:13]2[cH:14][cH:15][c:16]([NH:19][C:20]([CH3:21])=[O:22])[cH:17][c:18]12>>[CH3:1][O:8][c:9]1[cH:10][c:11]([CH3:23])[n:12][c:13]2[cH:14][cH:15][c:16]([NH:19][C:20]([CH3:21])=[O:22])[cH:17][c:18]12.